From a dataset of the Open Reaction Database (ORD), a public repository of structured organic reaction records. describe an organic reaction: reactants, conditions, products, and yield The reactants are C1CCOC1, CO, CC(=O)N1Cc2ccc(-c3ccccc3)cc2C=Cc2cc(Cl)ccc21. The product is CC(=O)N1Cc2ccc(-c3ccccc3)cc2CCc2cc(Cl)ccc21. As a reaction SMILES: [CH2:29]1[O:30][CH2:31][CH2:32][CH2:33]1.[CH3:27][OH:28].[Cl:1][c:2]1[cH:3][c:4]2[c:5]([cH:25][cH:26]1)[N:6]([C:22]([CH3:23])=[O:24])[CH2:7][c:8]1[c:9]([cH:12][c:13](-[c:16]3[cH:17][cH:18][cH:19][cH:20][cH:21]3)[cH:14][cH:15]1)[CH:10]=[CH:11]2>>[Cl:1][c:2]1[cH:3][c:4]2[c:5]([cH:25][cH:26]1)[N:6]([C:22]([CH3:23])=[O:24])[CH2:7][c:8]1[c:9]([cH:12][c:13](-[c:16]3[cH:17][cH:18][cH:19][cH:20][cH:21]3)[cH:14][cH:15]1)[CH2:10][CH2:11]2. Starting materials: C1(=CC=CC=C1)C(C=1C=CC(NC1)=O)C1=CC=CC=C1 (5-(diphenylmethyl)-2(1H)-pyridinone), [H-].[Li+] (LiH), BrCC(=O)OCC (Ethyl bromoacetate). Solvent: CN(C)C=O (DMF). Conditions: time 15 minute. Yields the product C1(=CC=CC=C1)C(C=1C=CC(N(C1)CC(=O)OCC)=O)C1=CC=CC=C1 (5-(diphenylmethyl)-1-ethoxycarbonylmethyl-2(1H)-pyridinone). As a reaction SMILES: [H-].[Li+].[C:3]1([CH:9]([C:17]2[CH:22]=[CH:21][CH:20]=[CH:19][CH:18]=2)[C:10]2[CH:11]=[CH:12][C:13](=[O:16])[NH:14][CH:15]=2)[CH:8]=[CH:7][CH:6]=[CH:5][CH:4]=1.Br[CH2:24][C:25]([O:27][CH2:28][CH3:29])=[O:26]>CN(C=O)C>[C:3]1([CH:9]([C:17]2[CH:22]=[CH:21][CH:20]=[CH:19][CH:18]=2)[C:10]2[CH:11]=[CH:12][C:13](=[O:16])[N:14]([CH2:24][C:25]([O:27][CH2:28][CH3:29])=[O:26])[CH:15]=2)[CH:4]=[CH:5][CH:6]=[CH:7][CH:8]=1 |f:0.1|. Procedure details: To a suspension of LiH (45.6 mg) in DMF (6.0 mL) was added portionwise 5-(diphenylmethyl)-2(1H)-pyridinone (500 mg) at ambient temperature and the mixture was stirred at the same temperature for 15 minutes. Ethyl bromoacetate (255 μL) was added dropwise to the mixture. The mixture was stirred at ambient temperature for 14 hours. The reaction was quenched with 1M HCl aqueous solution (10.0 mL) and the mixture was extracted with EtOAc (30 mL). The organic layer was washed successively with saturat... The reactants are C(C)(C)(C)Br (t-butyl bromide), FC(C(C(S(=O)(=O)[O-])(F)F)F)(F)F.OC1=CC=C(C=C1)[IH+].OC1=CC=C(C=C1)[IH+].FC(C(C(S(=O)(=O)[O-])(F)F)F)(F)F (bis-(4-hydroxyphenyliodonium) 3,3,3,2,1,1-hexafluoropropane sulfonate), [Cl-] (chloride), [OH-].[K+] (potassium hydroxide). The solvent is C(C)O (ethanol), C(C)OCC (diethyl ether). Reaction conditions: temperature 50 celsius, time 3 hour. Yields the product FC(C(C(S(=O)(=O)[O-])(F)F)F)(F)F.C(C)(C)(C)OC1=CC=C(C=C1)[I+]C1=CC=C(C=C1)OC(C)(C)C (di-(4-t-butyloxyphenyl) iodonium 3,3,3,2,1,1-hexafluoropropane sulfonate). As a reaction SMILES: [OH-].[K+].[F:3][C:4]([F:15])([F:14])[CH:5]([F:13])[C:6]([F:12])([F:11])[S:7]([O-:10])(=[O:9])=[O:8].[OH:16][C:17]1[CH:22]=[CH:21][C:20]([IH+:23])=[CH:19][CH:18]=1.[OH:24][C:25]1[CH:30]=[CH:29][C:28]([IH+])=[CH:27][CH:26]=1.F[C:33](F)(F)[CH:34](F)[C:35](F)(F)S([O-])(=O)=O.[Cl-].[C:46](Br)([CH3:49])([CH3:48])[CH3:47]>C(O)C.C(OCC)C>[F:15][C:4]([F:3])([F:14])[CH:5]([F:13])[C:6]([F:11])([F:12])[S:7]([O-:10])(=[O:8])=[O:9].[C:34]([O:16][C:17]1[CH:22]=[CH:21][C:20]([I+:23][C:28]2[CH:29]=[CH:30][C:25]([O:24][C:46]([CH3:49])([CH3:48])[CH3:47])=[CH:26][CH:27]=2)=[CH:19][CH:18]=1)([CH3:35])([CH3:4])[CH3:33] |f:0.1,2.3.4.5,10.11|. Reported procedure: 6.2 g (0.11 mol) of potassium hydroxide was dissolved in 250 ml of ethanol. 27.2 g (0.05 mol) of bis-(4-hydroxyphenyliodonium) 3,3,3,2,1,1-hexafluoropropane sulfonate (prepared from a metathesis reaction of chloride) was added to the solution. The mixture was stirred for 3 hours. The solution was then heated to 50° C., and 15.1 g (0.11 mol) of t-butyl bromide was added dropwise thereto. The mixture was heated under reflux for 6 hours. The precipitates were removed by filtration. The solvent was ...